Dataset: the Open Reaction Database (ORD), a public repository of structured organic reaction records. Task: describe an organic reaction: reactants, conditions, products, and yield Starting materials: C, CCOC(C)=O, [N-]=[N+]=NC1CN(C(c2ccccc2)c2ccccc2)C1, [Pd]. Yields the product NC1CN(C(c2ccccc2)c2ccccc2)C1. Reaction SMILES: [C:27].[CH3:21][CH2:22][O:23][C:24](=[O:25])[CH3:26].[N:1](=[N+:2]=[N-:3])[CH:4]1[CH2:5][N:6]([CH:8]([c:9]2[cH:10][cH:11][cH:12][cH:13][cH:14]2)[c:15]2[cH:16][cH:17][cH:18][cH:19][cH:20]2)[CH2:7]1.[Pd:28]>>[NH2:1][CH:4]1[CH2:5][N:6]([CH:8]([c:9]2[cH:10][cH:11][cH:12][cH:13][cH:14]2)[c:15]2[cH:16][cH:17][cH:18][cH:19][cH:20]2)[CH2:7]1. Reactants: CO, CC1C(CC=Cc2ccc(Cl)cc2)C(=O)N1OC1CCCCO1, [Pd]. RXN SMILES: [CH3:24][OH:25].[O:1]1[CH:2]([O:7][N:8]2[C:9](=[O:23])[CH:10]([CH2:13][CH:14]=[CH:15][c:16]3[cH:17][cH:18][c:19]([Cl:22])[cH:20][cH:21]3)[CH:11]2[CH3:12])[CH2:3][CH2:4][CH2:5][CH2:6]1.[Pd:26]>>[O:1]1[CH:2]([O:7][N:8]2[C:9](=[O:23])[CH:10]([CH2:13][CH2:14][CH2:15][c:16]3[cH:17][cH:18][c:19]([Cl:22])[cH:20][cH:21]3)[CH:11]2[CH3:12])[CH2:3][CH2:4][CH2:5][CH2:6]1. Product: CC1C(CCCc2ccc(Cl)cc2)C(=O)N1OC1CCCCO1. The reactants are [I-].[Cs+] (CsI), C([O-])([O-])=O.[Cs+].[Cs+] (Cesium carbonate), OC1=CC=C(C=C1)C(CC(=O)OCC)C1=NOC=C1 (Ethyl 3-(4-hydroxyphenyl)-3-(isoxazol-3-yl)propanoate), ClC=1C(=C(C=CC1)C=1C=C(CCl)C=CC1)C (3-(3-Chloro-2-methylphenyl)benzyl chloride). Run in [Cl-].[Na+].O (brine), CCOC(=O)C (EtOAc), CS(=O)C (DMSO). Run at temperature 35 celsius, time 4 hour. Yields the product ClC=1C(=C(C=CC1)C=1C=C(COC2=CC=C(C=C2)C(CC(=O)O)C2=NOC=C2)C=CC1)C (3-(4-(3-(3-Chloro-2-methylphenyl)benzyloxy)phenyl)-3-(isoxazol-3-yl)propanoic acid). Isolated yield 44.7%. As a reaction SMILES: C(=O)([O-])[O-].[Cs+].[Cs+].[OH:7][C:8]1[CH:13]=[CH:12][C:11]([CH:14]([C:21]2[CH:25]=[CH:24][O:23][N:22]=2)[CH2:15][C:16]([O:18]CC)=[O:17])=[CH:10][CH:9]=1.[Cl:26][C:27]1[C:28]([CH3:41])=[C:29]([C:33]2[CH:34]=[C:35]([CH:38]=[CH:39][CH:40]=2)[CH2:36]Cl)[CH:30]=[CH:31][CH:32]=1.[I-].[Cs+]>CS(C)=O.[Cl-].[Na+].O.CCOC(C)=O>[Cl:26][C:27]1[C:28]([CH3:41])=[C:29]([C:33]2[CH:34]=[C:35]([CH:38]=[CH:39][CH:40]=2)[CH2:36][O:7][C:8]2[CH:9]=[CH:10][C:11]([CH:14]([C:21]3[CH:25]=[CH:24][O:23][N:22]=3)[CH2:15][C:16]([OH:18])=[O:17])=[CH:12][CH:13]=2)[CH:30]=[CH:31][CH:32]=1 |f:0.1.2,5.6,8.9.10|. Procedure: Cesium carbonate (80 mg, 0.24 mmol) was added to a mixture of 1.1 (50 mg, 0.2 mmol), the benzyl chloride 1.4 (60 mg, 0.24 mmol) and CsI (catalytic amount) in DMSO (1 mL). The mixture was stirred at room temperature for 2 hours and at 35° C. for 4 hours. After cooling, the mixture was treated with EtOAc (5 mL) and brine (5 mL). The organic layer was separated, washed twice with brine, dried, and concentrated. The crude product was treated with THF (2 mL), MeOH (2 mL), water (1 mL) and NaOH (0.11 ... The reactants are Cc1cc(Br)ccn1, CN([SiH](C)C)[Si](C)(C)C, CCOC(=O)c1ccc(Cl)cc1, [Li], C1CCOC1, O. The product is O=C(Cc1cc(Br)ccn1)c1ccc(Cl)cc1. RXN SMILES: [Br:1][c:2]1[cH:3][c:4]([CH3:8])[n:5][cH:6][cH:7]1.[CH3:21][SiH:22]([CH3:23])[N:24]([CH3:25])[Si:26]([CH3:27])([CH3:28])[CH3:29].[Cl:9][c:10]1[cH:11][cH:12][c:13]([C:14](=[O:15])[O:16][CH2:17][CH3:18])[cH:19][cH:20]1.[Li:30].[O:32]1[CH2:33][CH2:34][CH2:35][CH2:36]1.[OH2:31]>>[Br:1][c:2]1[cH:3][c:4]([CH2:8][C:14]([c:13]2[cH:12][cH:11][c:10]([Cl:9])[cH:20][cH:19]2)=[O:15])[n:5][cH:6][cH:7]1. The product is [N+](=O)([O-])CC1CC(CCC1(C1=CC=CC=C1)C1=CC=CC=C1)=O ((RS)-3-Nitromethyl-4,4-diphenylcyclohexanone). The yield is 92.4%. Run at temperature 0 celsius, time 144 hour. Run in CO (methanol), CC(C)(C)O (2-methyl-2-propanol), O1CCCC1 (tetrahydrofuran). The reactants are [OH-].C(C1=CC=CC=C1)[N+](C)(C)C (benzyltrimethylammonium hydroxide), C1(=CC=CC=C1)C1(C=CC(CC1)=O)C1=CC=CC=C1 (4,4-diphenyl-2-cyclohexenone), [N+](=O)([O-])C (nitromethane). Reported procedure: A solution (11.45 g) of benzyltrimethylammonium hydroxide in methanol is added to a solution of 4,4-diphenyl-2-cyclohexenone (60 g) and nitromethane (14.75 g) in 2-methyl-2-propanol (400 cc) and anhydrous tetrahydrofuran (200 cc), and the reaction mixture is stirred at +25° C. for 144 hours: a crystalline solid precipitates slowly. This suspension is filtered and the crystals are washed with petroleum ether (50 cc) cooled to 0° C., drained and dried. (RS)-3-Nitromethyl-4,4-diphenylcyclohexanone ... Reaction SMILES: [OH-].C([N+](C)(C)C)C1C=CC=CC=1.[C:13]1([C:19]2([C:26]3[CH:31]=[CH:30][CH:29]=[CH:28][CH:27]=3)[CH2:24][CH2:23][C:22](=[O:25])[CH:21]=[CH:20]2)[CH:18]=[CH:17][CH:16]=[CH:15][CH:14]=1.[N+:32]([CH3:35])([O-:34])=[O:33]>CO.CC(O)(C)C.O1CCCC1>[N+:32]([CH2:35][CH:20]1[C:19]([C:26]2[CH:31]=[CH:30][CH:29]=[CH:28][CH:27]=2)([C:13]2[CH:14]=[CH:15][CH:16]=[CH:17][CH:18]=2)[CH2:24][CH2:23][C:22](=[O:25])[CH2:21]1)([O-:34])=[O:33] |f:0.1|. Reactants: BrC=1C(=CC=C2N=C(C(=NC12)NC(C)(C)C)C)F (8-bromo-N-(tert-butyl)-7-fluoro-3-methylquinoxalin-2-amine), BrC=1C(=CC=C2N=C(C(NC12)=O)C)F (8-bromo-7-fluoro-3-methylquinoxalin-2(1H)-one), C(C)(C)(CC)N (tert-amylamine). Run in CS(=O)C (DMSO). The product is BrC=1C(=CC=C2N=C(C(=NC12)NC(C)(C)CC)C)F (8-bromo-7-fluoro-3-methyl-N-(tert-pentyl)quinoxalin-2-amine). Yield: 81.0%. As a reaction SMILES: [Br:1][C:2]1[C:3]([F:18])=[CH:4][CH:5]=[C:6]2[C:11]=1[N:10]=[C:9]([NH:12][C:13]([CH3:16])([CH3:15])[CH3:14])[C:8]([CH3:17])=[N:7]2.Br[C:20]1C(F)=CC=C2C=1NC(=O)C(C)=N2.C(N)(CC)(C)C>CS(C)=O>[Br:1][C:2]1[C:3]([F:18])=[CH:4][CH:5]=[C:6]2[C:11]=1[N:10]=[C:9]([NH:12][C:13]([CH2:14][CH3:20])([CH3:15])[CH3:16])[C:8]([CH3:17])=[N:7]2. Procedure: This compound (580 mg, 1.78 mmol, 81% yield) as an orange amorphous solid was prepared according to the procedure described for Intermediate 605a, using 5-bromo-3-chloro-6-fluoro-2-methylquinoxaline (600) (607 mg, 2.20 mmol) and tert-amylamine (Aldrich Chemical Company) (1.29 mL, 11.02 mmol) in DMSO (5.0 mL) as the starting materials. 1H NMR (400 MHz, CDCl3) δ ppm 7.75 (1H, dd, J=9.0, 5.7 Hz), 7.15 (1H, t, J=8.7 Hz), 4.74 (1H, br. s.), 2.54 (3H, s), 2.09 (2H, q, J=7.4 Hz), 1.58 (6H, s), 0.88 (3H... Reactants: FC(C(=O)O)(F)F.NC=1C=CC2=C(OC(C(N2C2=CC=C(C=C2)Cl)=O)(CC)CC)N1 (6-Amino-1-(4-chloro-phenyl)-3,3-diethyl-1H-pyrido[2,3-b][1,4]oxazin-2-one trifluoroacetate salt), product, C(C)(C)(C)OC(=O)N[C@@H](C)C(=O)O (N-(tert-butoxycarbonyl)-L-alanine). Yields the product C(C)(C)(C)OC(N[C@@H](C)C(NC=1C=CC2=C(OC(C(N2C2=CC=C(C=C2)Cl)=O)(CC)CC)N1)=O)=O ({(S)-1-[1-(4-chloro-phenyl)-3,3-diethyl-2-oxo-2,3-dihydro-1H-pyrido[2,3-b][1,4]oxazin-6-ylcarbamoyl]-ethyl}-carbamic acid tert-butyl ester). The yield is 66.4%. Reaction SMILES: FC(F)(F)C(O)=O.[NH2:8][C:9]1[CH:10]=[CH:11][C:12]2[N:17]([C:18]3[CH:23]=[CH:22][C:21]([Cl:24])=[CH:20][CH:19]=3)[C:16](=[O:25])[C:15]([CH2:28][CH3:29])([CH2:26][CH3:27])[O:14][C:13]=2[N:30]=1.[C:31]([O:35][C:36]([NH:38][C@H:39]([C:41](O)=[O:42])[CH3:40])=[O:37])([CH3:34])([CH3:33])[CH3:32]>>[C:31]([O:35][C:36](=[O:37])[NH:38][C@H:39]([C:41](=[O:42])[NH:8][C:9]1[CH:10]=[CH:11][C:12]2[N:17]([C:18]3[CH:23]=[CH:22][C:21]([Cl:24])=[CH:20][CH:19]=3)[C:16](=[O:25])[C:15]([CH2:28][CH3:29])([CH2:26][CH3:27])[O:14][C:13]=2[N:30]=1)[CH3:40])([CH3:32])([CH3:33])[CH3:34] |f:0.1|. Procedure details: 6-Amino-1-(4-chloro-phenyl)-3,3-diethyl-1H-pyrido[2,3-b][1,4]oxazin-2-one trifluoroacetate salt (Example 5, product from Step 3) (235 mg, 0.53 mmol) was coupled with N-(tert-butoxycarbonyl)-L-alanine (255 mg, 1.32 mmol) by following procedures similar to those described in General Procedure 2 to give {(S)-1-[1-(4-chloro-phenyl)-3,3-diethyl-2-oxo-2,3-dihydro-1H-pyrido[2,3-b][1,4]oxazin-6-ylcarbamoyl]-ethyl}-carbamic acid tert-butyl ester (177 mg) as a colourless gum. MS: [M+H]+503. Reactants: CO, CCOC(=O)c1csc(NC(C(=O)N2CCC(O)(c3ccc(Cl)cc3)C(C)(C)C2)C(C)C)n1, [Na+], [OH-]. The product is CC(C)C(Nc1nc(C(=O)O)cs1)C(=O)N1CCC(O)(c2ccc(Cl)cc2)C(C)(C)C1. As a reaction SMILES: [CH3:36][OH:37].[Cl:1][c:2]1[cH:3][cH:4][c:5]([C:8]2([OH:33])[C:9]([CH3:31])([CH3:32])[CH2:10][N:11]([C:14]([CH:15]([CH:16]([CH3:17])[CH3:18])[NH:19][c:20]3[s:21][cH:22][c:23]([C:25](=[O:26])[O:27][CH2:28][CH3:29])[n:24]3)=[O:30])[CH2:12][CH2:13]2)[cH:6][cH:7]1.[Na+:35].[OH-:34]>>[Cl:1][c:2]1[cH:3][cH:4][c:5]([C:8]2([OH:33])[C:9]([CH3:31])([CH3:32])[CH2:10][N:11]([C:14]([CH:15]([CH:16]([CH3:17])[CH3:18])[NH:19][c:20]3[s:21][cH:22][c:23]([C:25](=[O:26])[OH:27])[n:24]3)=[O:30])[CH2:12][CH2:13]2)[cH:6][cH:7]1. The reactants are COC(=O)C1(C(OC(=S)SC)c2cccc(CNC(=O)OC(C)(C)C)c2)CCCO1, CCCC[Sn](Cl)(CCCC)CCCC, Cc1ccccc1, [F-], [K+]. The product is COC(=O)C1(Cc2cccc(CNC(=O)OC(C)(C)C)c2)CCCO1. Reaction SMILES: [C:1]([CH3:2])([CH3:3])([CH3:4])[O:5][C:6](=[O:7])[NH:8][CH2:9][c:10]1[cH:11][c:12]([CH:16]([C:17]2([C:22](=[O:23])[O:24][CH3:25])[O:18][CH2:19][CH2:20][CH2:21]2)[O:26][C:27]([S:28][CH3:29])=[S:30])[cH:13][cH:14][cH:15]1.[CH2:31]([Sn:32]([Cl:33])([CH2:34][CH2:35][CH2:36][CH3:37])[CH2:38][CH2:39][CH2:40][CH3:41])[CH2:42][CH2:43][CH3:44].[CH3:47][c:48]1[cH:49][cH:50][cH:51][cH:52][cH:53]1.[F-:45].[K+:46]>>[C:1]([CH3:2])([CH3:3])([CH3:4])[O:5][C:6](=[O:7])[NH:8][CH2:9][c:10]1[cH:11][c:12]([CH2:16][C:17]2([C:22](=[O:23])[O:24][CH3:25])[O:18][CH2:19][CH2:20][CH2:21]2)[cH:13][cH:14][cH:15]1. Starting materials: acid chloride, [Cl-].[Al+3].[Cl-].[Cl-] (aluminum chloride), Cl (HCl), CC(C(C(=O)O)C1=CC=CC=C1)CC1=CC(=CC=C1)OC (3-methyl-4-[3-(methyloxy)phenyl]-2-phenylbutanoic acid), C(C(=O)Cl)(=O)Cl (oxalyl chloride). Run in C(Cl)Cl (CH2Cl2), C(Cl)Cl (CH2Cl2). Conditions: temperature 5 celsius, time 10 hour. The product is CC1C(C(C2=CC=C(C=C2C1)OC)=O)C1=CC=CC=C1 (3-methyl-6-(methyloxy)-2-phenyl-3,4-dihydro-1(2H)-naphthalenone). As a reaction SMILES: [CH3:1][CH:2]([CH2:13][C:14]1[CH:19]=[CH:18][CH:17]=[C:16]([O:20][CH3:21])[CH:15]=1)[CH:3]([C:7]1[CH:12]=[CH:11][CH:10]=[CH:9][CH:8]=1)[C:4](O)=[O:5].C(Cl)(=O)C(Cl)=O.[Cl-].[Al+3].[Cl-].[Cl-].Cl>C(Cl)Cl>[CH3:1][CH:2]1[CH2:13][C:14]2[C:19](=[CH:18][CH:17]=[C:16]([O:20][CH3:21])[CH:15]=2)[C:4](=[O:5])[CH:3]1[C:7]1[CH:8]=[CH:9][CH:10]=[CH:11][CH:12]=1 |f:2.3.4.5|. Procedure: To a solution of 3-methyl-4-[3-(methyloxy)phenyl]-2-phenylbutanoic acid (4) (13 g, 45.7 mmol) in CH2Cl2 (300 mL) was added oxalyl chloride (12 mL, 137.1 mmol) at room temperature. The reaction mixture was stirred for 10 h and concentrated under reduced pressure to afford the crude acid chloride. The acid chloride was redissolved in CH2Cl2 (300 mL) and cooled to 5° C. Anhydrous aluminum chloride (9.2 g, 68.6 mmol) was added, portion-wise, over a period of 15 min. The resulting brown colored react...